Dataset: the Open Reaction Database (ORD), a public repository of structured organic reaction records. Task: describe an organic reaction: reactants, conditions, products, and yield Procedure: The title compound was prepared using standard chemical manipulations and procedures similar to those used for the preparation of compound 78, except methyl 5-cyano-4-fluoro-2-methylbenzoate (compound 101.3) was used in place of methyl 5-cyano-4-cyclobutyl-2-methylbenzoate (compound 6.4) and 4-(piperidin-4-yl)benzonitrile hydrochloride (compound 1.2) was used in place of 6-(piperidin-4-yl)imidazo[1,2-a]pyridine hydrochloride (compound 78.5). RXN SMILES: [C:1]([C:3]1[C:4]([F:14])=[CH:5][C:6]([CH3:13])=[C:7]([CH:12]=1)[C:8](OC)=[O:9])#[N:2].[C:15]([C:17]1C(C2CCC2)=CC(C)=C(C=1)C(OC)=O)#[N:16].Cl.[NH:33]1[CH2:38][CH2:37][CH:36]([C:39]2[CH:46]=[CH:45][C:42]([C:43]#[N:44])=[CH:41][CH:40]=2)[CH2:35][CH2:34]1.Cl.[NH:48]1CCC(C2C=CC3N(C=CN=3)C=2)CC1>>[F:14][C:4]1[C:3]([C:1]2[NH:2][C:15]([CH3:17])=[N:16][N:48]=2)=[CH:12][C:7]([C:8]([N:33]2[CH2:38][CH2:37][CH:36]([C:39]3[CH:46]=[CH:45][C:42]([C:43]#[N:44])=[CH:41][CH:40]=3)[CH2:35][CH2:34]2)=[O:9])=[C:6]([CH3:13])[CH:5]=1 |f:2.3,4.5|. Yields the product FC1=CC(=C(C(=O)N2CCC(CC2)C2=CC=C(C#N)C=C2)C=C1C1=NN=C(N1)C)C (4-(1-(4-Fluoro-2-methyl-5-(5-methyl-4H-1,2,4-triazol-3-yl)benzoyl)piperidin-4-yl)benzonitrile). Starting materials: compound 78, C(#N)C=1C(=CC(=C(C(=O)OC)C1)C)F (methyl 5-cyano-4-fluoro-2-methylbenzoate), C(#N)C=1C(=CC(=C(C(=O)OC)C1)C)F (methyl 5-cyano-4-fluoro-2-methylbenzoate), C(#N)C=1C(=CC(=C(C(=O)OC)C1)C)C1CCC1 (methyl 5-cyano-4-cyclobutyl-2-methylbenzoate), Cl.N1CCC(CC1)C=1C=CC=2N(C1)C=CN2 (6-(piperidin-4-yl)imidazo[1,2-a]pyridine hydrochloride), Cl.N1CCC(CC1)C1=CC=C(C#N)C=C1 (4-(piperidin-4-yl)benzonitrile hydrochloride), Cl.N1CCC(CC1)C1=CC=C(C#N)C=C1 (4-(piperidin-4-yl)benzonitrile hydrochloride).